From a dataset of the Open Reaction Database (ORD), a public repository of structured organic reaction records. describe an organic reaction: reactants, conditions, products, and yield Starting materials: [N+](=O)([O-])NCCCCNC(N)=N (nitroagmatine), Br.C(C)(=O)O (HBr acetic acid), CCOCC (ether). Conditions: time 30 minute. The product is Br.[N+](=O)([O-])NCCCCNC(N)=N (nitroagmatine hydrobromide). RXN SMILES: [N+:1]([NH:4][CH2:5][CH2:6][CH2:7][CH2:8][NH:9][C:10](=[NH:12])[NH2:11])([O-:3])=[O:2].CCOCC.[BrH:18].C(O)(=O)C>>[BrH:18].[N+:1]([NH:4][CH2:5][CH2:6][CH2:7][CH2:8][NH:9][C:10](=[NH:11])[NH2:12])([O-:3])=[O:2] |f:2.3,4.5|. Reported procedure: The compound (3) (112 mg) obtained in Example 6 was dissolved in 1 ml of a 25% HBr/acetic acid solution and the mixture was stirred at room temperature for 30 minutes. To this reaction mixture was added ether to give a precipitate and supernatant was decanted twice. The residue was recrystallized from methanol-ether and collected by filtration. The product was washed with cold methanol-ether to give a white solid. The reactants are CN1N=CC(=C1NC(C1=CC=CC=C1)(C1=CC=CC=C1)C1=CC=CC=C1)NC(OC1=CC=CC=C1)=O (phenyl [1-methyl-5-(tritylamino)-1H-pyrazol-4-yl]carbamate), NC1CN(C1)C(=O)OC(C)(C)C (tert-butyl 3-amino-1-azetidinecarboxylate), C(C)N(C(C)C)C(C)C (N-ethyldiisopropylamine). Run in C(Cl)Cl (methylene chloride), C(Cl)Cl (methylene chloride). The product is CN1N=CC(=C1NC(C1=CC=CC=C1)(C1=CC=CC=C1)C1=CC=CC=C1)NC(=O)NC1CN(C1)C(=O)OC(C)(C)C (tert-butyl 3-[({[1-methyl-5-(tritylamino)-1H-pyrazol-4-yl]amino}carbonyl)amino]-1-azetidinecarboxylate). The yield is 59.9%. RXN SMILES: [CH3:1][N:2]1[C:6]([NH:7][C:8]([C:21]2[CH:26]=[CH:25][CH:24]=[CH:23][CH:22]=2)([C:15]2[CH:20]=[CH:19][CH:18]=[CH:17][CH:16]=2)[C:9]2[CH:14]=[CH:13][CH:12]=[CH:11][CH:10]=2)=[C:5]([NH:27][C:28](=O)[O:29]C2C=CC=CC=2)[CH:4]=[N:3]1.[NH2:37][CH:38]1[CH2:41][N:40]([C:42]([O:44][C:45]([CH3:48])([CH3:47])[CH3:46])=[O:43])[CH2:39]1.C(N(C(C)C)C(C)C)C>C(Cl)Cl>[CH3:1][N:2]1[C:6]([NH:7][C:8]([C:15]2[CH:16]=[CH:17][CH:18]=[CH:19][CH:20]=2)([C:21]2[CH:26]=[CH:25][CH:24]=[CH:23][CH:22]=2)[C:9]2[CH:10]=[CH:11][CH:12]=[CH:13][CH:14]=2)=[C:5]([NH:27][C:28]([NH:37][CH:38]2[CH2:39][N:40]([C:42]([O:44][C:45]([CH3:48])([CH3:47])[CH3:46])=[O:43])[CH2:41]2)=[O:29])[CH:4]=[N:3]1. Procedure details: To a suspension of phenyl [1-methyl-5-(tritylamino)-1H-pyrazol-4-yl]carbamate (2.18 g) and tert-butyl 3-amino-1-azetidinecarboxylate (793 mg) in methylene chloride (20 ml) was added N-ethyldiisopropylamine (1.07 ml), and the mixture was stirred under reflux for 40 hours. To the reaction mixture was added methylene chloride, and the solution was washed successively with 10% aqueous citric acid solution, 10% aqueous sodium hydroxide solution and brine. The organic layer was dried over anhydrous ma... Reactants: O=C(C(=O)OCC)C=1C=C2C3(C(N(C2=CC1)C)N(CC3)C)C (1,2,3,3a,8,8a-hexahydro-α-oxo-1,3a,8-trimethyl-5-pyrrolo[2,3-b]indole acetic acid, ethyl ester), ClC1=CC=C(C=C1)CCO (4-chlorophenylethyl alcohol). The reagents and catalysts are [O-]CC.[Ti+4].[O-]CC.[O-]CC.[O-]CC (titanium (IV) ethoxide). Product: O=C(C(=O)OCCC1=CC=C(C=C1)Cl)C=1C=C2C3(C(N(C2=CC1)C)N(CC3)C)C (1,2,3,3a,8,8a-hexahydro-α-oxo-1,3a,8-trimethyl-5-pyrrolo[2,3-b]indole acetic acid, 4 -chlorophenylethyl ester). As a reaction SMILES: [O:1]=[C:2]([C:8]1[CH:9]=[C:10]2[C:14](=[CH:15][CH:16]=1)[N:13]([CH3:17])[CH:12]1[N:18]([CH3:21])[CH2:19][CH2:20][C:11]21[CH3:22])[C:3]([O:5][CH2:6][CH3:7])=[O:4].[Cl:23][C:24]1[CH:29]=[CH:28][C:27](CCO)=[CH:26][CH:25]=1>[O-]CC.[Ti+4].[O-]CC.[O-]CC.[O-]CC>[O:1]=[C:2]([C:8]1[CH:9]=[C:10]2[C:14](=[CH:15][CH:16]=1)[N:13]([CH3:17])[CH:12]1[N:18]([CH3:21])[CH2:19][CH2:20][C:11]21[CH3:22])[C:3]([O:5][CH2:6][CH2:7][C:27]1[CH:28]=[CH:29][C:24]([Cl:23])=[CH:25][CH:26]=1)=[O:4] |f:2.3.4.5.6|. Procedure details: To a chilled (0° C.) solution of 1,2,3,3a,8,8a-hexahydro-α-oxo-1,3a,8-trimethyl-5-pyrrolo[2,3-b]indole acetic acid, ethyl ester (1.18 g) in 4-chlorophenylethyl alcohol (31 ml) was added titanium (IV) ethoxide (0.30 ml) under a nitrogen atmosphere with stirring. The mixture was gently heated without refluxing for 4 hours. The 4-chlorophenylethyl alcohol was removed by distillation under high vacuum and the crude residue was dissolved in dichloromethane (20 ml) and washed successively with two 100... Reactants: CO, CCOCC, COc1ccc2cc(O)c(C(=O)O)cc2c1, O=S(=O)(O)O. The product is COC(=O)c1cc2cc(OC)ccc2cc1O. Reaction SMILES: [CH3:22][OH:23].[CH3:24][CH2:25][O:26][CH2:27][CH3:28].[OH:1][c:2]1[c:3]([C:14](=[O:15])[OH:16])[cH:4][c:5]2[cH:6][c:7]([O:12][CH3:13])[cH:8][cH:9][c:10]2[cH:11]1.[S:17](=[O:18])(=[O:19])([OH:20])[OH:21]>>[OH:1][c:2]1[c:3]([C:14]([O:15][CH3:22])=[O:16])[cH:4][c:5]2[cH:6][c:7]([O:12][CH3:13])[cH:8][cH:9][c:10]2[cH:11]1. The solvent is C(C)(=O)O (acetic acid). Yields the product BrC=1C=C(C=C(C1O)[N+](=O)[O-])C(C(=O)O)CC(C)C (2-(3-bromo-4-hydroxy-5-nitrophenyl)-4-methylpentanoic acid). Conditions: time 2 hour. As a reaction SMILES: [Br:1][C:2]1[CH:3]=[C:4]([CH:9]([CH2:15][CH:16]([CH3:18])[CH3:17])[C:10]([O:12]CC)=[O:11])[CH:5]=[CH:6][C:7]=1[OH:8].[N+:19]([O-])([OH:21])=[O:20]>C(O)(=O)C>[Br:1][C:2]1[CH:3]=[C:4]([CH:9]([CH2:15][CH:16]([CH3:18])[CH3:17])[C:10]([OH:12])=[O:11])[CH:5]=[C:6]([N+:19]([O-:21])=[O:20])[C:7]=1[OH:8]. The reactants are BrC=1C=C(C=CC1O)C(C(=O)OCC)CC(C)C (Ethyl 2-(3-bromo-4-hydroxyphenyl)-4-methylpentanoate), [N+](=O)(O)[O-] (nitric acid), ice water. Reported procedure: Ethyl 2-(3-bromo-4-hydroxyphenyl)-4-methylpentanoate (16 g) was taken in acetic acid (100 ml) and to it added drop wise 70% nitric acid (10 ml) below 15° C. The reaction mixture was stirred for 2 h. After completion of the reaction; it was poured into 300 ml of ice water and extracted with ethyl acetate (300 ml×3). The ethyl acetate layer was washed with bicarbonate solution, water and finally brine solution. The organic layer was then distilled off and the crude residue was purified by column c... The reactants are C(C)OC(=O)C=1C=NN(C1C(NC=1C=CC=2N(C1)N=C(N2)N(CC)CC)=O)C (5-(2-diethylamino-[1,2,4]triazolo[1,5-a]pyridin-6-ylcarbamoyl)-1-methyl-1H-pyrazole-4-carboxylic acid ethyl ester), CN1N=CC(=C1C(NC=1C=CC=2N(C1)N=C(N2)N2CCOCC2)=O)C(=O)O (1-Methyl-5-(2-morpholino-[1,2,4]triazolo[1,5-a]pyridin-6-ylcarbamoyl)-1H-pyrazole-4-carboxylic acid), solid. Yields the product C(C)N(C1=NN2C(C=CC(=C2)NC(=O)C2=C(C=NN2C)C(=O)O)=N1)CC (5-(2-Diethylamino-[1,2,4]triazolo[1,5-a]pyridin-6-ylcarbamoyl)-1-methyl-1H-pyrazole-4-carboxylic acid). Reaction SMILES: C([O:3][C:4]([C:6]1[CH:7]=[N:8][N:9]([CH3:28])[C:10]=1[C:11](=[O:27])[NH:12][C:13]1[CH:14]=[CH:15][C:16]2[N:17]([N:19]=[C:20]([N:22]([CH2:25][CH3:26])[CH2:23][CH3:24])[N:21]=2)[CH:18]=1)=[O:5])C.CN1C(C(=O)NC2C=CC3N(N=C(N4CCOCC4)N=3)C=2)=C(C(O)=O)C=N1>>[CH2:25]([N:22]([CH2:23][CH3:24])[C:20]1[N:21]=[C:16]2[CH:15]=[CH:14][C:13]([NH:12][C:11]([C:10]3[N:9]([CH3:28])[N:8]=[CH:7][C:6]=3[C:4]([OH:5])=[O:3])=[O:27])=[CH:18][N:17]2[N:19]=1)[CH3:26]. Procedure: Using 5-(2-diethylamino-[1,2,4]triazolo[1,5-a]pyridin-6-ylcarbamoyl)-1-methyl-1H-pyrazole-4-carboxylic acid ethyl ester, this compound was prepared following the same method as for the synthesis of 1-Methyl-5-(2-morpholino-[1,2,4]triazolo[1,5-a]pyridin-6-ylcarbamoyl)-1H-pyrazole-4-carboxylic acid. Off white solid (500 mg, 54%). MS: m/z=358 (M+H+). The reactants are [BH4-], CCO, COc1ncccc1C=O, [Na+]. The product is COc1ncccc1CO. RXN SMILES: [BH4-:1].[CH3:13][CH2:14][OH:15].[CH3:3][O:4][c:5]1[n:6][cH:7][cH:8][cH:9][c:10]1[CH:11]=[O:12].[Na+:2]>>[CH3:3][O:4][c:5]1[n:6][cH:7][cH:8][cH:9][c:10]1[CH2:11][OH:12]. Solvent: C(C)#N (acetonitrile). The product is FC1=C(C#N)C(=C(C(=C1C#N)F)F)SC1=CC=CC=C1 (2,4,5-Trifluoro-6-phenylthioisophthalonitrile). The reactants are FC1=C(C(=C(C(=C1C#N)F)C#N)F)F (tetrafluoroisophthalonitrile), [F-].[K+] (potassium fluoride), C1(=CC=CC=C1)S (phenyl mercaptan). Isolated yield 63.0%. Reaction SMILES: F[C:2]1[C:7]([C:8]#[N:9])=[C:6]([F:10])[C:5]([C:11]#[N:12])=[C:4]([F:13])[C:3]=1[F:14].[F-].[K+].[C:17]1([SH:23])[CH:22]=[CH:21][CH:20]=[CH:19][CH:18]=1>C(#N)C>[F:10][C:6]1[C:5]([C:11]#[N:12])=[C:4]([F:13])[C:3]([F:14])=[C:2]([S:23][C:17]2[CH:22]=[CH:21][CH:20]=[CH:19][CH:18]=2)[C:7]=1[C:8]#[N:9] |f:1.2|. Run at temperature 0 celsius, time 8 hour. Procedure: A 2.0 g amount of tetrafluoroisophthalonitrile and 0.87 g of potassium fluoride were dissolved in 10 ml of acetonitrile. After cooling the mixture to a temperature of 0° C. by an ice-water bath, 1.1 g of phenyl mercaptan was dropwise added by a syringe. While mixture was maintained at a temperature of about 0° C., the mixture was stirred for 8 hours and the solvent was then distilled off. A 50 ml amount of water was added to the mixture and potassium fluoride was dissolved. The mixture was extra... Reactants: FC1=C(C=CC(=C1)B1OC(C(O1)(C)C)(C)C)C=1N=CC(=NC1)N (5-(2-fluoro-4-(4,4,5,5-tetramethyl-1,3,2-dioxaborolan-2-yl)phenyl)pyrazin-2-amine), BrC1=C(C=CC=C1)CS(=O)(=O)NCC (1-(2-bromophenyl)-N-ethylmethanesulfonamide). Yields the product C(=O)O.NC=1N=CC(=NC1)C1=C(C=C(C=C1)C1=C(C=CC=C1)CS(=O)(=O)NCC)F (1-[4′-(5-Aminopyrazin-2-yl)-3′-fluorobiphenyl-2-yl]-N-ethylmethanesulfonamide formate salt). As a reaction SMILES: [F:1][C:2]1[CH:7]=[C:6](B2[O:12][C:11](C)(C)C(C)(C)O2)[CH:5]=[CH:4][C:3]=1[C:17]1[N:18]=[CH:19][C:20]([NH2:23])=[N:21][CH:22]=1.Br[C:25]1[CH:30]=[CH:29][CH:28]=[CH:27][C:26]=1[CH2:31][S:32]([NH:35][CH2:36][CH3:37])(=[O:34])=[O:33]>>[CH:11]([OH:12])=[O:33].[NH2:23][C:20]1[N:21]=[CH:22][C:17]([C:3]2[CH:4]=[CH:5][C:6]([C:25]3[CH:30]=[CH:29][CH:28]=[CH:27][C:26]=3[CH2:31][S:32]([NH:35][CH2:36][CH3:37])(=[O:33])=[O:34])=[CH:7][C:2]=2[F:1])=[N:18][CH:19]=1 |f:2.3|. Reported procedure: The title compound was prepared using analogous conditions to those described in Example 1 utilizing 5-(2-fluoro-4-(4,4,5,5-tetramethyl-1,3,2-dioxaborolan-2-yl)phenyl)pyrazin-2-amine and 1-(2-bromophenyl)-N-ethylmethanesulfonamide. MS (ESI): mass calcd. for C19H19FN4O2S, 386.12; m/z found, 387.0 [M+H]+. 1H NMR (400 MHz, CD3OD) δ 8.39 (s, 1H), 8.08 (d, J=1.4, 1H), 7.93 (m, 1H), 7.71-7.61 (m, 1H), 7.49-7.27 (m, 5H), 4.36 (s, 2H), 2.85 (q, J=7.2, 2H), 1.06 (t, J=7.2, 3H).